This data is from the Open Reaction Database (ORD), a public repository of structured organic reaction records. The task is: describe an organic reaction: reactants, conditions, products, and yield RXN SMILES: [CH3:22][CH2:23][O:24][C:25](=[O:26])[CH3:27].[ClH:13].[NH2:14][OH:15].[cH:16]1[cH:17][cH:18][n:19][cH:20][cH:21]1.[o:1]1[n:2][c:3]([C:10]([CH3:11])=[O:12])[c:4]2[c:5]1[cH:6][cH:7][cH:8][cH:9]2>>[o:1]1[n:2][c:3]([C:10]([CH3:11])=[N:14][OH:15])[c:4]2[c:5]1[cH:6][cH:7][cH:8][cH:9]2. Yields the product CC(=NO)c1noc2ccccc12. Starting materials: CCOC(C)=O, Cl, NO, c1ccncc1, CC(=O)c1noc2ccccc12. Reaction SMILES: [CH2:1]([OH:5])[CH2:2][CH2:3][CH3:4].[CH:6]([CH:8]=[O:9])=[O:7]>C(O)CCCCCCC>[C:8]([O:5][CH2:1][CH2:2][CH2:3][CH2:4][CH2:1][CH2:2][CH2:3][CH3:4])(=[O:9])[CH:6]=[O:7].[C:8]([O:5][CH2:1][CH2:2][CH2:3][CH3:4])(=[O:9])[CH:6]=[O:7]. Solvent: C(CCCCCCC)O (1-octanol). Reported procedure: 5.17 g of the butanol solution of glyoxal obtained in Example 2-11, 9.62 g of 1-octanol, and 0.6 g of the above-mentioned metal-loading carrier were put into an autoclave, and an oxidation reaction was conducted by the same operation as in Example 2-11. The reaction solution thus obtained was analyzed, which revealed the glyoxal conversion to be 90%, and the combined 1-octyl glyoxylate and 1-butyl glyoxylate (the product) selectivity and yield to be 74% and 67%, respectively. The reactants are above-mentioned metal-loading, C(=O)C=O (glyoxal), C(CCC)O (butanol), C(=O)C=O (glyoxal). Product: C(C=O)(=O)OCCCCCCCC (1-octyl glyoxylate), C(C=O)(=O)OCCCC (1-butyl glyoxylate). Reactants: CC1(OC(C(C(O1)=O)C)=O)C (2,2,5-trimethyl-1,3-dioxan-4,6-dione), C(C)(=O)[O-].[Na+] (sodium acetate), N(=O)[O-].[Na+] (sodium nitrite), BrC1=C(N)C=CC(=C1)F (2-Bromo-4-fluoro-aniline). Solvent: O (water), C(C)O (ethanol), O (water), ice, Cl (hydrochloric acid). Run at time 45 minute. Yields the product BrC1=C(C=CC(=C1)F)N=NC1(C(OC(OC1=O)(C)C)=O)C (5-(2-Bromo-4-fluoro-phenylazo)-2,2,5-trimethyl-[1,3]dioxane-4,6-dione). As a reaction SMILES: [Br:1][C:2]1[CH:8]=[C:7]([F:9])[CH:6]=[CH:5][C:3]=1[NH2:4].[N:10]([O-])=O.[Na+].[CH3:14][C:15]1([CH3:24])[O:20][C:19](=[O:21])[CH:18]([CH3:22])[C:17](=[O:23])[O:16]1.C([O-])(=O)C.[Na+]>Cl.O.C(O)C>[Br:1][C:2]1[CH:8]=[C:7]([F:9])[CH:6]=[CH:5][C:3]=1[N:4]=[N:10][C:18]1([CH3:22])[C:17](=[O:23])[O:16][C:15]([CH3:14])([CH3:24])[O:20][C:19]1=[O:21] |f:1.2,4.5|. Procedure details: 130 g 2-Bromo-4-fluoro-aniline was dissolved in 700 ml ice and 600 ml 3M hydrochloric acid. The resulting suspension was maintained at ca. 5° C. during the addition of a solution of 47.3 g sodium nitrite in 45 ml water. When the addition was complete, the mixture was stirred 45 min at ca 5° C. The resulting brown suspension was added slowly to a cooled mixture of 108.3 g 2,2,5-trimethyl-1,3-dioxan-4,6-dione and 932 g sodium acetate in 400 ml water and 700 ml ethanol, maintaining the temperature ... Reactants: O=C1OC[C@H](N1C1=CC=C(C(=O)O)C=C1)CCC ((R)-4-(2-oxo-4-propyloxazolidin-3-yl)benzoic acid), Cl.CC=1C(=NC=C(C1)C)N1CCNCC1 (1-(3,5-dimethylpyridin-2-yl)piperazine hydrochloride). Product: CC=1C(=NC=C(C1)C)N1CCN(CC1)C(=O)C1=CC=C(C=C1)N1C(OC[C@H]1CCC)=O ((R)-3-{4-[4-(3,5-dimethylpyridin-2-yl)piperazine-1-carbonyl]phenyl}-4-propyloxazolidin-2-one). The yield is 28.3%. As a reaction SMILES: [O:1]=[C:2]1[N:6]([C:7]2[CH:15]=[CH:14][C:10]([C:11]([OH:13])=O)=[CH:9][CH:8]=2)[C@H:5]([CH2:16][CH2:17][CH3:18])[CH2:4][O:3]1.Cl.[CH3:20][C:21]1[C:22]([N:28]2[CH2:33][CH2:32][NH:31][CH2:30][CH2:29]2)=[N:23][CH:24]=[C:25]([CH3:27])[CH:26]=1>>[CH3:20][C:21]1[C:22]([N:28]2[CH2:29][CH2:30][N:31]([C:11]([C:10]3[CH:9]=[CH:8][C:7]([N:6]4[C@H:5]([CH2:16][CH2:17][CH3:18])[CH2:4][O:3][C:2]4=[O:1])=[CH:15][CH:14]=3)=[O:13])[CH2:32][CH2:33]2)=[N:23][CH:24]=[C:25]([CH3:27])[CH:26]=1 |f:1.2|. Procedure: By reaction and treatment in the same manner as in Example 49 and using (R)-4-(2-oxo-4-propyloxazolidin-3-yl)benzoic acid (498 mg) described in Preparation Example 79 and 1-(3,5-dimethylpyridin-2-yl)piperazine hydrochloride (455 mg) described in Preparation Example 64, the title compound (239 mg) was obtained. The reactants are NC1=NC2=NC=C(N=C2C(=N1)N)CO (2,4-diamino-6-hydroxymethylpteridine), OCC(=O)CO (1,3-dihydroxyacetone). Yields the product CC(=O)C=O (methyl-glyoxal), NC1=NC2=NC=C(N=C2C(=N1)N)C (2,4-diamino-6-methylpteridine). RXN SMILES: [NH2:1][C:2]1[N:11]=[C:10]([NH2:12])[C:9]2[C:4](=[N:5][CH:6]=[C:7]([CH2:13]O)[N:8]=2)[N:3]=1.[OH:15][CH2:16][C:17]([CH2:19]O)=[O:18]>>[CH3:19][C:17]([CH:16]=[O:15])=[O:18].[NH2:1][C:2]1[N:11]=[C:10]([NH2:12])[C:9]2[C:4](=[N:5][CH:6]=[C:7]([CH3:13])[N:8]=2)[N:3]=1. Procedure: The main disadvantage in the literature methods for the preparation of 2,4-diamino-6-hydroxymethylpteridine is the necessity to use a pure 1,3-dihydroxyacetone, free of methyl-glyoxal, which affords by condensation a considerable yield of 2,4-diamino-6-methylpteridine. Purification of 1,3-dihydroxyacetone is rather difficult, especially the final distillation under high vacuum. Starting materials: CO, [H][H], CC(O)c1cc([N+](=O)[O-])ccc1N. Product: CC(O)c1cc(N)ccc1N. As a reaction SMILES: [CH3:16][OH:17].[H:14][H:15].[NH2:1][c:2]1[c:3]([CH:11]([CH3:12])[OH:13])[cH:4][c:5]([N+:8]([O-:9])=[O:10])[cH:6][cH:7]1>>[NH2:1][c:2]1[c:3]([CH:11]([CH3:12])[OH:13])[cH:4][c:5]([NH2:8])[cH:6][cH:7]1. The reactants are CS(C)=O, NC1CCC(O)CC1, Clc1nc(-n2cnc3ccccc32)c2nc[nH]c2n1. The product is OC1CCC(Nc2nc(-n3cnc4ccccc43)c3nc[nH]c3n2)CC1. RXN SMILES: [CH3:28][S:29]([CH3:30])=[O:31].[NH2:20][CH:21]1[CH2:22][CH2:23][CH:24]([OH:27])[CH2:25][CH2:26]1.[n:1]1(-[c:10]2[c:11]3[n:12][cH:13][nH:14][c:15]3[n:16][c:17]([Cl:19])[n:18]2)[cH:2][n:3][c:4]2[c:5]1[cH:6][cH:7][cH:8][cH:9]2>>[n:1]1(-[c:10]2[c:11]3[n:12][cH:13][nH:14][c:15]3[n:16][c:17]([NH:20][CH:21]3[CH2:22][CH2:23][CH:24]([OH:27])[CH2:25][CH2:26]3)[n:18]2)[cH:2][n:3][c:4]2[c:5]1[cH:6][cH:7][cH:8][cH:9]2. Reactants: Cc1c(NC(c2nnc(-c3ccc(C#N)cc3)o2)C(C)O[Si](C)(C)C(C)(C)C)ccc(C#N)c1Cl, C1CCOC1, CCCC[N+](CCCC)(CCCC)CCCC, CCOC(C)=O, [F-]. Product: Cc1c(NC(c2nnc(-c3ccc(C#N)cc3)o2)C(C)O)ccc(C#N)c1Cl. Reaction SMILES: [C:1]([Si:2]([CH3:3])([CH3:4])[O:6][CH:7]([CH:8]([c:9]1[o:10][c:11](-[c:14]2[cH:15][cH:16][c:17]([C:20]#[N:21])[cH:18][cH:19]2)[n:12][n:13]1)[NH:22][c:23]1[c:24]([CH3:32])[c:25]([Cl:31])[c:26]([C:27]#[N:28])[cH:29][cH:30]1)[CH3:33])([CH3:5])([CH3:34])[CH3:35].[CH2:36]1[O:37][CH2:38][CH2:39][CH2:40]1.[CH3:42][CH2:43][CH2:44][CH2:45][N+:46]([CH2:47][CH2:48][CH2:49][CH3:50])([CH2:51][CH2:52][CH2:53][CH3:54])[CH2:55][CH2:56][CH2:57][CH3:58].[CH3:59][CH2:60][O:61][C:62]([CH3:63])=[O:64].[F-:41]>>[OH:6][CH:7]([CH:8]([c:9]1[o:10][c:11](-[c:14]2[cH:15][cH:16][c:17]([C:20]#[N:21])[cH:18][cH:19]2)[n:12][n:13]1)[NH:22][c:23]1[c:24]([CH3:32])[c:25]([Cl:31])[c:26]([C:27]#[N:28])[cH:29][cH:30]1)[CH3:33].